This data is from the Open Reaction Database (ORD), a public repository of structured organic reaction records. The task is: describe an organic reaction: reactants, conditions, products, and yield The reactants are Brc1nccs1, [Li]CCCC, CCCCCC, [Cl-], O=Cc1cc(F)ccc1F, [NH4+], C1CCOC1. Product: OC(c1nccs1)c1cc(F)ccc1F. As a reaction SMILES: [Br:1][c:2]1[s:3][cH:4][cH:5][n:6]1.[CH2:13]([Li:14])[CH2:15][CH2:16][CH3:17].[CH3:7][CH2:8][CH2:9][CH2:10][CH2:11][CH3:12].[Cl-:28].[F:18][c:19]1[c:20]([CH:21]=[O:22])[cH:23][c:24]([F:27])[cH:25][cH:26]1.[NH4+:29].[O:30]1[CH2:31][CH2:32][CH2:33][CH2:34]1>>[c:2]1([CH:21]([c:20]2[c:19]([F:18])[cH:26][cH:25][c:24]([F:27])[cH:23]2)[OH:22])[s:3][cH:4][cH:5][n:6]1. Starting materials: C(C1=CC=CC=C1)S(=O)(=O)N[C@H](CCCNC(NS(=O)(=O)C1=CC=C(C)C=C1)=N)C(=O)NCC(=O)OCC1=CC=CC=C1 (BnSO2—(D)—Arg(Tos)—Gly—OBn). Reagents/catalysts: [Pd] (Pd/C). Run in CO (MeOH). The product is C(C1=CC=CC=C1)S(=O)(=O)N[C@H](CCCNC(NS(=O)(=O)C1=CC=C(C)C=C1)=N)C(=O)NCC(=O)O (BnSO2—(D)—Arg(Tos)—Gly—OH). Yield: 95.4%. RXN SMILES: [CH2:1]([S:8]([NH:11][C@@H:12]([C:30]([NH:32][CH2:33][C:34]([O:36]CC1C=CC=CC=1)=[O:35])=[O:31])[CH2:13][CH2:14][CH2:15][NH:16][C:17](=[NH:29])[NH:18][S:19]([C:22]1[CH:28]=[CH:27][C:25]([CH3:26])=[CH:24][CH:23]=1)(=[O:21])=[O:20])(=[O:10])=[O:9])[C:2]1[CH:7]=[CH:6][CH:5]=[CH:4][CH:3]=1>CO.[Pd]>[CH2:1]([S:8]([NH:11][C@@H:12]([C:30]([NH:32][CH2:33][C:34]([OH:36])=[O:35])=[O:31])[CH2:13][CH2:14][CH2:15][NH:16][C:17](=[NH:29])[NH:18][S:19]([C:22]1[CH:23]=[CH:24][C:25]([CH3:26])=[CH:27][CH:28]=1)(=[O:21])=[O:20])(=[O:10])=[O:9])[C:2]1[CH:7]=[CH:6][CH:5]=[CH:4][CH:3]=1. Procedure details: The compound of Example 10 (300 mg, 0.47 mmol) was dissolved in 10 mL of MeOH and then 10% Pd/C (150 mg) was added. The reaction was hydrogenated under normal pressure overnight, filtered through Celite, rinsed with MeOH (3×10 mL) and concentrated in vacuo to give the desired compound (242 mg, 84%) which was used without further purification. ES—MS (M+H)+540.0 Starting materials: C(C1=CC=CC=C1)(=O)C1=C(C=C(C(=O)O)C=C1[N+](=O)[O-])OCCCC (4-benzoyl-3-n-butoxy-5-nitrobenzoic acid), N1=CC=CC=C1 (pyridine), S(=O)([O-])S(=O)[O-].[Na+].[Na+] (sodium dithionite). Solvent: O (water). Yields the product NC=1C(=C(C=C(C(=O)O)C1)OCCCC)C(C1=CC=CC=C1)=O (5-amino-4-benzoyl-3-n-butoxybenzoic acid). RXN SMILES: [C:1]([C:9]1[C:17]([N+:18]([O-])=O)=[CH:16][C:12]([C:13]([OH:15])=[O:14])=[CH:11][C:10]=1[O:21][CH2:22][CH2:23][CH2:24][CH3:25])(=[O:8])[C:2]1[CH:7]=[CH:6][CH:5]=[CH:4][CH:3]=1.N1C=CC=CC=1.S(S([O-])=O)([O-])=O.[Na+].[Na+]>O>[NH2:18][C:17]1[C:9]([C:1](=[O:8])[C:2]2[CH:3]=[CH:4][CH:5]=[CH:6][CH:7]=2)=[C:10]([O:21][CH2:22][CH2:23][CH2:24][CH3:25])[CH:11]=[C:12]([CH:16]=1)[C:13]([OH:15])=[O:14] |f:2.3.4|. Procedure details: To a stirred mixture of 4-benzoyl-3-n-butoxy-5-nitrobenzoic acid (5.1 g), pyridine (25 ml), and water (25 ml), sodium dithionite (10.2 g) is added in portions. The mixture is heated on a steam bath for 1 hour and is then evaporated in vacuo. The remaining material is dissolved in water (about 50 ml) and the solution is acidified with conc. hydrochloric acid (about 15 ml). After cooling, the resulting precipitate is collected by filtration and washed with water. After drying and recrystallization... The reactants are O=C(O)CCCCC1CCN(C(=O)OCc2ccccc2)CC1, CCI, CN(C)C=O, [Na+], O, O=C([O-])O. Product: CCOC(=O)CCCCC1CCN(C(=O)OCc2ccccc2)CC1. As a reaction SMILES: [CH2:1]([c:2]1[cH:3][cH:4][cH:5][cH:6][cH:7]1)[O:8][C:9](=[O:10])[N:11]1[CH2:12][CH2:13][CH:14]([CH2:17][CH2:18][CH2:19][CH2:20][C:21](=[O:22])[OH:23])[CH2:15][CH2:16]1.[CH2:29]([CH3:30])[I:31].[CH3:32][N:33]([CH3:34])[CH:35]=[O:36].[Na+:24].[OH2:37].[OH:25][C:26](=[O:27])[O-:28]>>[CH2:1]([c:2]1[cH:3][cH:4][cH:5][cH:6][cH:7]1)[O:8][C:9](=[O:10])[N:11]1[CH2:12][CH2:13][CH:14]([CH2:17][CH2:18][CH2:19][CH2:20][C:21](=[O:22])[O:23][CH2:29][CH3:30])[CH2:15][CH2:16]1. Reported procedure: The title compound(2.5 g) was prepared from 4-mercaptoquinazoline(6.0 g) and 2-chloromethylbenzimidazole (2.52 g). Isolated yield 56.5%. Reaction SMILES: [SH:1][C:2]1[C:11]2[C:6](=[CH:7][CH:8]=[CH:9][CH:10]=2)[N:5]=[CH:4][N:3]=1.Cl[CH2:13][C:14]1[NH:15][C:16]2[CH:22]=[CH:21][CH:20]=[CH:19][C:17]=2[N:18]=1>>[N:15]1[C:16]2[CH:22]=[CH:21][CH:20]=[CH:19][C:17]=2[NH:18][C:14]=1[CH2:13][S:1][C:2]1[C:11]2[C:6](=[CH:7][CH:8]=[CH:9][CH:10]=2)[N:5]=[CH:4][N:3]=1. Product: N1=C(NC2=C1C=CC=C2)CSC2=NC=NC1=CC=CC=C21 (4-(2-Benzimidazolylmethylthio)-quinazoline). Starting materials: SC1=NC=NC2=CC=CC=C12 (4-mercaptoquinazoline), ClCC=1NC2=C(N1)C=CC=C2 (2-chloromethylbenzimidazole). Reactants: C(C)(C)(C)C1C=CC2=CC=CC=C12 (1-t-butyl-indene), C=O (para-formaldehyde), C1(=CC=C(C=C1)S(=O)(=O)O)C (para-toluenesulphonic acid). Solvent: C1(=CC=CC=C1)C (toluene). Run at temperature 80 celsius, time 6 hour. The product is C(C)(C)(C)C1=C(CC2=CC=CC=C12)CC=1CC2=CC=CC=C2C1C(C)(C)C (bis(3-t-butyl-2-indenyl)methane). Isolated yield 216.4%. RXN SMILES: [C:1]([CH:5]1[C:13]2[C:8](=[CH:9][CH:10]=[CH:11][CH:12]=2)[CH:7]=[CH:6]1)([CH3:4])([CH3:3])[CH3:2].C=O.[C:16]1([CH3:26])[CH:21]=[CH:20][C:19](S(O)(=O)=O)=[CH:18][CH:17]=1>C1(C)C=CC=CC=1>[C:1]([C:5]1[C:13]2[C:8](=[CH:9][CH:10]=[CH:11][CH:12]=2)[CH2:7][C:6]=1[CH2:7][C:6]1[CH2:26][C:16]2[C:21]([C:5]=1[C:1]([CH3:4])([CH3:3])[CH3:2])=[CH:20][CH:19]=[CH:18][CH:17]=2)([CH3:4])([CH3:2])[CH3:3]. Procedure details: In a 500 mL flask equipped with magnetic stirring bar were introduced 12.35 g (0.072 moles) of 1-t-butyl-indene, 1.43 g (0.048 moles) of para-formaldehyde and 2.73 g (0.014 moles) of para-toluenesulphonic acid in 200 ml of toluene; the mixture was heated to 80° C. and was maintained under stirring for 6 hours at 80° C. Then the reaction was quenched with water/NaHCO3; the conversion, measured by gas chromatographic analysis, was 79.5%. The organic layer was separated, washed with water and broug... The reactants are C(C1=CC=CC=C1)(C1=CC=CC=C1)N1CC(C1)COC1=CC=C(C=C1)C1(CCOCC1)CN1CCOCC1 (4-{[4-(4-{[1-(benzhydryl)azetidin-3-yl]methoxy}phenyl)tetrahydro-2H-pyran-4-yl]methyl}-morpholine), C([O-])([O-])=O.[Na+].[Na+] (sodium carbonate), Cl (Hydrochloric acid). The reagents and catalysts are [OH-].[OH-].[Pd+2] (Pd(OH)2/C). The solvent is C(C)O (ethanol). Reaction conditions: time 16 hour. Yields the product N1CC(C1)COC1=CC=C(C=C1)C1(CCOCC1)CN1CCOCC1 (4-({4-[4-(azetidin-3-ylmethoxy)phenyl]tetrahydro-2H-pyran-4-yl}methyl)-morpholine). Isolated yield 31.1%. As a reaction SMILES: C([N:14]1[CH2:17][CH:16]([CH2:18][O:19][C:20]2[CH:25]=[CH:24][C:23]([C:26]3([CH2:32][N:33]4[CH2:38][CH2:37][O:36][CH2:35][CH2:34]4)[CH2:31][CH2:30][O:29][CH2:28][CH2:27]3)=[CH:22][CH:21]=2)[CH2:15]1)(C1C=CC=CC=1)C1C=CC=CC=1.Cl.C(=O)([O-])[O-].[Na+].[Na+]>C(O)C.[OH-].[OH-].[Pd+2]>[NH:14]1[CH2:15][CH:16]([CH2:18][O:19][C:20]2[CH:25]=[CH:24][C:23]([C:26]3([CH2:32][N:33]4[CH2:34][CH2:35][O:36][CH2:37][CH2:38]4)[CH2:31][CH2:30][O:29][CH2:28][CH2:27]3)=[CH:22][CH:21]=2)[CH2:17]1 |f:2.3.4,6.7.8|. Procedure: A solution of 4-{[4-(4-{[1-(benzhydryl)azetidin-3-yl]methoxy}phenyl)tetrahydro-2H-pyran-4-yl]methyl}-morpholine (1.0 g, 1.95 mmol) in ethanol (10 mL) was hydrogenated for 16 hours at room temperature at 60 psi in the presence of Pd(OH)2/C (150 mg, 15% w/w). 2N Hydrochloric acid (few drops) was added and the reaction mixture hydrogenated for 16 hours at 60° C. at 60 psi. The reaction mixture was basified with aqueous sodium carbonate and the mixture filtered over Arbocel® and rinsed with ethanol.... Reactants: O=O (oxygen), [Cl-].[Na+] (sodium chloride), OCC=C(C=CC=C(C(=O)OCC)C)C (ethyl 8-hydroxy-2,6-dimethylocta-2,4,6-trien-1-oate), CC1([NH+](C(CCC1)(C)C)[O-])C (2,2,6,6-tetramethylpiperidine 1-oxide). The reagents and catalysts are [Cu]Cl (copper(I) chloride). Solvent: CN(C=O)C (N,N-dimethylformamide). Reaction conditions: time 1 hour. Product: CC(C(=O)OCC)=CC=CC(=CC=O)C (ethyl 2,6-dimethyl-8-oxoocta-2,4,6-trien-1-oate). Isolated yield 91.9%. As a reaction SMILES: O=O.[OH:3][CH2:4][CH:5]=[C:6]([CH3:17])[CH:7]=[CH:8][CH:9]=[C:10]([CH3:16])[C:11]([O:13][CH2:14][CH3:15])=[O:12].CC1(C)CCCC(C)(C)[NH+]1[O-].[Cl-].[Na+]>CN(C)C=O.[Cu]Cl>[CH3:16][C:10](=[CH:9][CH:8]=[CH:7][C:6]([CH3:17])=[CH:5][CH:4]=[O:3])[C:11]([O:13][CH2:14][CH3:15])=[O:12] |f:3.4|. Reported procedure: From 50 to 60 ml of oxygen per minute were passed through a solution of 30.0 g (142.7 millimoles) of ethyl 8-hydroxy-2,6-dimethylocta-2,4,6-trien-1-oate (isomer mixture) and 2.23 g (14.3 millimoles) of 2,2,6,6-tetramethylpiperidine 1-oxide in 75 ml of N,N-dimethylformamide, after the addition of 1.42 g (14.3 millimoles) of copper(I) chloride, the temperature being kept at from 20° to 35° C. with the aid of an ice bath. After 1 hour, the mixture was poured onto 150 ml of aqueous sodium chloride s... Reactants: CC1(OC2=CC=C(C=C2C(C1(O)C)OC1=NNC(C=C1)=O)C#N)C (2,2,3-trimethyl-4-(1,6-dihydro-6-oxo-3-pyridazinyl-oxy)-6-cyano-chroman-3-ol), C(=O)([O-])[O-].[K+].[K+] (K2CO3), S(=O)(=O)(OC)OC (dimethyl sulfate). The solvent is CC(=O)C (acetone). Yields the product CC1(OC2=CC=C(C=C2C(C1(O)C)OC1=NN(C(C=C1)=O)C)C#N)C (2,2,3-trimethyl-4-(1,6-dihydro-1-methyl-6-oxo-3-pyridazinyl-oxy)-6-cyanochroman-3-ol). RXN SMILES: [CH3:1][C:2]1([CH3:24])[C:11]([CH3:13])([OH:12])[CH:10]([O:14][C:15]2[CH:20]=[CH:19][C:18](=[O:21])[NH:17][N:16]=2)[C:9]2[C:4](=[CH:5][CH:6]=[C:7]([C:22]#[N:23])[CH:8]=2)[O:3]1.[C:25]([O-])([O-])=O.[K+].[K+].S(OC)(OC)(=O)=O>CC(C)=O>[CH3:1][C:2]1([CH3:24])[C:11]([CH3:13])([OH:12])[CH:10]([O:14][C:15]2[CH:20]=[CH:19][C:18](=[O:21])[N:17]([CH3:25])[N:16]=2)[C:9]2[C:4](=[CH:5][CH:6]=[C:7]([C:22]#[N:23])[CH:8]=2)[O:3]1 |f:1.2.3|. Procedure: A mixture of 327 mg of 2,2,3-trimethyl-4-(1,6-dihydro-6-oxo-3-pyridazinyl-oxy)-6-cyano-chroman-3-ol, 20 ml of acetone, 400 mg of K2CO3 and 0.2 ml of dimethyl sulfate is refluxed for 2 hours. The mixture is filtered, concentrated and chromatographed on silica gel. There is obtained with ethyl-acetate/methanol (9:1) 2,2,3-trimethyl-4-(1,6-dihydro-1-methyl-6-oxo-3-pyridazinyl-oxy)-6-cyanochroman-3-ol, m.p. 197°-199°. Starting materials: C(=O)(OC(C)(C)C)N[C@@H](CC1=CC=CC=C1)[C@H](C[C@H](CC1=CC=NC=C1)NC(=O)OCC=1C=NC=CC1)O[Si](C)(C)C(C)(C)C ((2S,3S,5S)-2-(Boc-amino)-5-(N-((3-pyridinyl)methoxycarbonyl)amino)-1-phenyl-6-(4-pyridinyl)-3-(tert-butyldimethylsilyloxy)-hexane), solution, [F-].C(CCC)[N+](CCCC)(CCCC)CCCC (tetrabutylammonium fluoride). Solvent: O1CCCC1 (tetrahydrofuran), O1CCCC1 (tetrahydrofuran). Run at time 24 hour. Product: C(=O)(OC(C)(C)C)N[C@@H](CC1=CC=CC=C1)[C@H](C[C@H](CC1=CC=NC=C1)NC(=O)OCC=1C=NC=CC1)O ((2S,3S,5S)-2-(Boc-amino)-5-(N-((3-pyridinyl)methoxy-carbonyl)amino)-1-phenyl-6-(4-pyridinyl)-3-hydroxyhexane). The yield is 84.4%. RXN SMILES: [C:1]([NH:8][C@H:9]([C@@H:17]([O:38][Si](C(C)(C)C)(C)C)[CH2:18][C@@H:19]([NH:27][C:28]([O:30][CH2:31][C:32]1[CH:33]=[N:34][CH:35]=[CH:36][CH:37]=1)=[O:29])[CH2:20][C:21]1[CH:26]=[CH:25][N:24]=[CH:23][CH:22]=1)[CH2:10][C:11]1[CH:16]=[CH:15][CH:14]=[CH:13][CH:12]=1)([O:3][C:4]([CH3:7])([CH3:6])[CH3:5])=[O:2].[F-].C([N+](CCCC)(CCCC)CCCC)CCC>O1CCCC1>[C:1]([NH:8][C@H:9]([C@@H:17]([OH:38])[CH2:18][C@@H:19]([NH:27][C:28]([O:30][CH2:31][C:32]1[CH:33]=[N:34][CH:35]=[CH:36][CH:37]=1)=[O:29])[CH2:20][C:21]1[CH:22]=[CH:23][N:24]=[CH:25][CH:26]=1)[CH2:10][C:11]1[CH:16]=[CH:15][CH:14]=[CH:13][CH:12]=1)([O:3][C:4]([CH3:7])([CH3:6])[CH3:5])=[O:2] |f:1.2|. Procedure: A solution of 74.5 mg (0.117 mmol) of (2S,3S,5S)-2-(Boc-amino)-5-(N-((3-pyridinyl)methoxycarbonyl)amino)-1-phenyl-6-(4-pyridinyl)-3-(tert-butyldimethylsilyloxy)-hexane in 4 ml of tetrahydrofuran was treated with 102 μl of 1M solution of tetrabutylammonium fluoride in tetrahydrofuran. After being stirred at ambient temperature for 24 h, the solvent was removed in vacuo, and the residue was purified by silica gel chromatography using 10% methanol in dichloromethane to provide 51.4 mg (84%) of the ...